describe an organic reaction: reactants, conditions, products, and yield From a dataset of the Open Reaction Database (ORD), a public repository of structured organic reaction records. The reactants are ClC1=C(C(=CC=2OC3(C(C21)=CC(CC3)=O)CCC)OC)Cl (1,2-dichloro-3-methoxy-8-oxo-5a-propyl-5a,6,7,8-tetrahydrodibenzofuran), Cl.N1=CC=CC=C1 (pyridine hydrochloride), ice water. Reaction conditions: time 0.5 hour. Yields the product ClC1=C(C(=CC=2OC3(C(C21)=CC(CC3)=O)CCC)O)Cl (1,2-Dichloro-3-hydroxy-8-oxo-5a-propyl-5a,6,7,8-tetrahydrodibenzofuran). As a reaction SMILES: [Cl:1][C:2]1[C:10]2[C:9]3=[CH:11][C:12](=[O:15])[CH2:13][CH2:14][C:8]3([CH2:16][CH2:17][CH3:18])[O:7][C:6]=2[CH:5]=[C:4]([O:19]C)[C:3]=1[Cl:21].Cl.N1C=CC=CC=1>>[Cl:1][C:2]1[C:10]2[C:9]3=[CH:11][C:12](=[O:15])[CH2:13][CH2:14][C:8]3([CH2:16][CH2:17][CH3:18])[O:7][C:6]=2[CH:5]=[C:4]([OH:19])[C:3]=1[Cl:21] |f:1.2|. Procedure: A mixture of 1,2-dichloro-3-methoxy-8-oxo-5a-propyl-5a,6,7,8-tetrahydrodibenzofuran (0.6 g) and pyridine hydrochloride (7 g) was heated with stirring at 190° for 1/2 hour then poured into ice water. The solid which separated was filtered, rinsed with water, dried and used in Step H without further purification. Starting materials: BrCC(=O)C=1C2=C(SC1)C=CC(=C2)Cl (3-(2-bromoacetyl)-5-chlorobenzo[b]thiophen), N1C(NCC1)=S (2-imidazolidinethione), C(C)O (ethanol). Run in C(C)(=O)O (acetic acid). Yields the product Br.ClC1=CC2=C(SC=C2C=2N3C(SC2)=NCC3)C=C1 (3-(5-chlorobenzo[b]thiophen-3-yl)-5,6-dihydroimidazo[2,1-b]thiazole monohydrobromide). Isolated yield 57.4%. As a reaction SMILES: [Br:1][CH2:2][C:3]([C:5]1[C:6]2[CH:13]=[C:12]([Cl:14])[CH:11]=[CH:10][C:7]=2[S:8][CH:9]=1)=O.[NH:15]1[CH2:19][CH2:18][NH:17][C:16]1=[S:20].C(O)C>C(O)(=O)C>[BrH:1].[Cl:14][C:12]1[CH:11]=[CH:10][C:7]2[S:8][CH:9]=[C:5]([C:3]3[N:17]4[CH2:18][CH2:19][N:15]=[C:16]4[S:20][CH:2]=3)[C:6]=2[CH:13]=1 |f:4.5|. Reported procedure: A mixture of the crude 3-(2-bromoacetyl)-5-chlorobenzo[b]thiophen (4.2 g), 2-imidazolidinethione (1 g), ethanol (15 ml) and acetic acid (10 ml) was heated under reflux under nitrogen for 18 hours, then allowed to cool to ambient temperature. The resulting solid was collected by filtration, washed with ethanol (15 ml), and dried in vacuo to give 3-(5-chlorobenzo[b]thiophen-3-yl)-5,6-dihydroimidazo[2,1-b]thiazole monohydrobromide as a white solid (2.1 g), m.p. 286°-288° C. (dec.). RXN SMILES: [Br:1][c:2]1[n:3][cH:4][cH:5][c:6]([NH2:8])[cH:7]1.[O:15]=[C:16]=[N:17][c:18]1[cH:19][cH:20][cH:21][cH:22][cH:23]1.[cH:24]1[cH:25][cH:26][n:27][cH:28][cH:29]1.[cH:9]1[cH:10][cH:11][cH:12][cH:13][cH:14]1>>[Br:1][c:2]1[n:3][cH:4][cH:5][c:6]([NH:8][C:16](=[O:15])[NH:17][c:18]2[cH:19][cH:20][cH:21][cH:22][cH:23]2)[cH:7]1. The reactants are Nc1ccnc(Br)c1, O=C=Nc1ccccc1, c1ccncc1, c1ccccc1. Yields the product O=C(Nc1ccccc1)Nc1ccnc(Br)c1. Starting materials: [I-].N[S+](C)(=C)C1C(CN(CC1)C(=O)OC(C)(C)C)O (amino-(1-tert-butoxycarbonyl-3-hydroxy-piperidine-4-yl)-methylene-methyl-sulphonium iodide), C([O-])([O-])=O.[NH4+].[NH4+] (ammonium carbonate). The solvent is CO (methanol). Conditions: time 18 hour. The product is [I-].C(N)(=N)C1C(CN(CC1)C(=O)OC(C)(C)C)O (tert-butyl (3RS,4RS)-4-carbamimidoyl-3-hydroxy-piperidine-1-carboxylate iodide). Yield: 95.0%. RXN SMILES: [I-:1].N[S+]([CH:6]1[CH2:11][CH2:10][N:9]([C:12]([O:14][C:15]([CH3:18])([CH3:17])[CH3:16])=[O:13])[CH2:8][CH:7]1[OH:19])(=C)C.[C:20](=O)([O-])[O-].[NH4+:24].[NH4+:25]>CO>[I-:1].[C:20]([CH:6]1[CH2:11][CH2:10][N:9]([C:12]([O:14][C:15]([CH3:18])([CH3:17])[CH3:16])=[O:13])[CH2:8][CH:7]1[OH:19])(=[NH:25])[NH2:24] |f:0.1,2.3.4,6.7|. Procedure: A solution of 2.76 g (7.09 mmol) of (3RS,4SR)-[amino-(1-tert-butoxycarbonyl-3-hydroxy-piperidine-4-yl)-methylene-methyl-sulphonium iodide in 15 ml of methanol was treated with 0.41g (3.55 mmol) of ammonium carbonate and stirred at room temperature for 18 hours. For the working-up, the reaction mixture was evaporated under reduced pressure. 2.5 g (95% of theory) of tert-butyl (3RS,4RS)-4-carbamimidoyl-3-hydroxy-piperidine-1-carboxylate iodide were obtained as a colourless foam. A solution of 715 ... Starting materials: COCOc1cccc(-c2noc(-c3sc(Nc4cc(OC)c(OC)c(OC)c4)nc3N)n2)c1, Cc1ccccc1, C1COCCO1, O=C(O)C(F)(F)F. Yields the product COc1cc(Nc2nc(N)c(-c3nc(-c4cccc(O)c4)no3)s2)cc(OC)c1OC. As a reaction SMILES: [CH3:1][O:2][CH2:3][O:4][c:5]1[cH:6][c:7](-[c:11]2[n:12][o:13][c:14](-[c:16]3[c:17]([NH2:34])[n:18][c:19]([NH:21][c:22]4[cH:23][c:24]([O:32][CH3:33])[c:25]([O:30][CH3:31])[c:26]([O:28][CH3:29])[cH:27]4)[s:20]3)[n:15]2)[cH:8][cH:9][cH:10]1.[CH3:42][c:43]1[cH:44][cH:45][cH:46][cH:47][cH:48]1.[O:49]1[CH2:50][CH2:51][O:52][CH2:53][CH2:54]1.[OH:35][C:36]([C:37]([F:38])([F:39])[F:40])=[O:41]>>[OH:4][c:5]1[cH:6][c:7](-[c:11]2[n:12][o:13][c:14](-[c:16]3[c:17]([NH2:34])[n:18][c:19]([NH:21][c:22]4[cH:23][c:24]([O:32][CH3:33])[c:25]([O:30][CH3:31])[c:26]([O:28][CH3:29])[cH:27]4)[s:20]3)[n:15]2)[cH:8][cH:9][cH:10]1. Run at time 1 hour. Starting materials: CC(C)CCC[C@@H](C)[C@H]1CC[C@H]2[C@@H]3CC=C4C[C@@H](O)CC[C@]4(C)[C@H]3CC[C@]12C (cholesterol), C(CCCC=C)(=O)O (5-hexenoic acid), C(C)(C)(C)OC (methyl t-butyl ether), C1CCC(CC1)N=C=NC2CCCCC2 (DCC). Reported procedure: To a solution of cholesterol (2.0 g, 5.17 mM) in methylene chloride (20 mL) was added 5-hexenoic acid (0.68 mL, 5.69 mM) followed by the addition of DCC (1.60 g, 7.76 mM) and 4-PP (0.115 g, 0.78 mM) under nitrogen atmosphere. The resulting reaction mixture was stirred at ambient temperature for 1 h and worked up with the addition of methyl t-butyl ether (60 mL). The urea was filtered off, and the product was transferred to a separatory funnel, washed with 1N HCl (10 mL), water (30 mL) and brine ... Yields the product C(C=CCCC)(=O)[C@]1(CC2=CC[C@H]3[C@@H]4CC[C@H]([C@@H](CCCC(C)C)C)[C@]4(CC[C@@H]3[C@]2(CC1)C)C)O (3-hexenoyl cholesterol). As a reaction SMILES: [CH3:1][CH:2]([CH2:4][CH2:5][CH2:6][C@H:7]([C@@H:9]1[C@:27]2([CH3:28])[C@H:12]([C@H:13]3[C@H:24]([CH2:25][CH2:26]2)[C@:22]2([CH3:23])[C:16]([CH2:17][C@H:18]([CH2:20][CH2:21]2)[OH:19])=[CH:15][CH2:14]3)[CH2:11][CH2:10]1)[CH3:8])[CH3:3].[C:29](O)(=[O:35])[CH2:30][CH2:31][CH2:32][CH:33]=[CH2:34].C1CCC(N=C=NC2CCCCC2)CC1.C(OC)(C)(C)C>C(Cl)Cl>[C:29]([C@:18]1([OH:19])[CH2:20][CH2:21][C@@:22]2([CH3:23])[C:16](=[CH:15][CH2:14][C@@H:13]3[C@@H:24]2[CH2:25][CH2:26][C@@:27]2([CH3:28])[C@H:12]3[CH2:11][CH2:10][C@@H:9]2[C@H:7]([CH3:8])[CH2:6][CH2:5][CH2:4][CH:2]([CH3:1])[CH3:3])[CH2:17]1)(=[O:35])[CH:30]=[CH:31][CH2:32][CH2:33][CH3:34]. The solvent is C(Cl)Cl (methylene chloride). Isolated yield 95.0%. The product is C(C)OP=O.COCCC[NH3+] (3-methoxypropyl-ammoniumethyl phosphanate). Reactants: P(OCC)(OCC)[O-] (diethyl phosphite), O (water), COCCCN (3-methoxypropyl amine). Run in C(C)O (ethanol), C(C)O (ethanol). Procedure: A mixture of 13.81 g. of diethyl phosphite, 20 ml. of water and 20 ml. of ethanol is reacted with a mixture of 8.91 g. (0.1 moles) of 3-methoxypropyl amine and 30 ml. of ethanol as described in Example 1. 18.8 g. of 3-methoxypropyl-ammoniumethyl phosphanate are obtained. Yield: 94.3%. nD30 =1,4440 Reaction SMILES: [P:1]([O-])([O:5]CC)[O:2][CH2:3][CH3:4].O.[CH3:10][O:11][CH2:12][CH2:13][CH2:14][NH2:15]>C(O)C>[CH2:3]([O:2][P:1]=[O:5])[CH3:4].[CH3:10][O:11][CH2:12][CH2:13][CH2:14][NH3+:15] |f:4.5|. Yield: 94.3%.